Dataset: the Open Reaction Database (ORD), a public repository of structured organic reaction records. Task: describe an organic reaction: reactants, conditions, products, and yield Reactants: COc1nnc(Cl)cc1I, Nc1ccncn1, [Na+], [O-]c1ccccc1, O=C(C=Cc1ccccc1)C=Cc1ccccc1, O=C(C=Cc1ccccc1)C=Cc1ccccc1, O=C(C=Cc1ccccc1)C=Cc1ccccc1, [Pd], [Pd]. Yields the product COc1nnc(Cl)cc1Nc1ccncn1. Reaction SMILES: [Cl:1][c:2]1[cH:3][c:4]([I:10])[c:5]([O:8][CH3:9])[n:6][n:7]1.[NH2:11][c:12]1[n:13][cH:14][n:15][cH:16][cH:17]1.[Na+:25].[O-:18][c:19]1[cH:20][cH:21][cH:22][cH:23][cH:24]1.[O:28]=[C:29]([CH:30]=[CH:31][c:32]1[cH:33][cH:34][cH:35][cH:36][cH:37]1)[CH:38]=[CH:39][c:40]1[cH:41][cH:42][cH:43][cH:44][cH:45]1.[O:46]=[C:47]([CH:48]=[CH:49][c:50]1[cH:51][cH:52][cH:53][cH:54][cH:55]1)[CH:56]=[CH:57][c:58]1[cH:59][cH:60][cH:61][cH:62][cH:63]1.[O:64]=[C:65]([CH:66]=[CH:67][c:68]1[cH:69][cH:70][cH:71][cH:72][cH:73]1)[CH:74]=[CH:75][c:76]1[cH:77][cH:78][cH:79][cH:80][cH:81]1.[Pd:26].[Pd:27]>>[Cl:1][c:2]1[cH:3][c:4]([NH:11][c:12]2[n:13][cH:14][n:15][cH:16][cH:17]2)[c:5]([O:8][CH3:9])[n:6][n:7]1. Starting materials: C1CCOC1, CC(Oc1ccc(-c2ccc(S(C)(=O)=O)cc2)nc1)C1CCNCC1, CCN(C(C)C)C(C)C, CC(C)OC(=O)Cl, ClCCl. Yields the product CC(C)OC(=O)N1CCC(C(C)Oc2ccc(-c3ccc(S(C)(=O)=O)cc3)nc2)CC1. As a reaction SMILES: [CH2:45]1[O:46][CH2:47][CH2:48][CH2:49]1.[CH3:1][S:2](=[O:3])(=[O:4])[c:5]1[cH:6][cH:7][c:8](-[c:11]2[n:12][cH:13][c:14]([O:17][CH:18]([CH3:19])[CH:20]3[CH2:21][CH2:22][NH:23][CH2:24][CH2:25]3)[cH:15][cH:16]2)[cH:9][cH:10]1.[CH:26]([N:27]([CH:28]([CH3:29])[CH3:30])[CH2:31][CH3:32])([CH3:33])[CH3:34].[Cl:35][C:36](=[O:37])[O:38][CH:39]([CH3:40])[CH3:41].[Cl:42][CH2:43][Cl:44]>>[CH3:1][S:2](=[O:3])(=[O:4])[c:5]1[cH:6][cH:7][c:8](-[c:11]2[n:12][cH:13][c:14]([O:17][CH:18]([CH3:19])[CH:20]3[CH2:21][CH2:22][N:23]([C:36](=[O:37])[O:38][CH:39]([CH3:40])[CH3:41])[CH2:24][CH2:25]3)[cH:15][cH:16]2)[cH:9][cH:10]1.